From a dataset of the Open Reaction Database (ORD), a public repository of structured organic reaction records. describe an organic reaction: reactants, conditions, products, and yield Reactants: CC(C(C(=O)OC(C)(C)C)CC(CC1=CC=CC=C1)SNC(C1=CC=CC=C1)=O)C (t-butyl 3-methyl-2-(3-phenyl-2-benzamidothiopropyl)butyrate), FC(C(=O)O)(F)F (trifluoroacetic acid). Solvent: C(Cl)Cl (methylene chloride). Conditions: time 2 hour. Product: CC(C(C(=O)O)CC(CC1=CC=CC=C1)SNC(C1=CC=CC=C1)=O)C (3-methyl-2-(3-phenyl-2-benzamidothiopropyl)butyric acid). RXN SMILES: [CH3:1][CH:2]([CH3:30])[CH:3]([CH2:11][CH:12]([S:20][NH:21][C:22](=[O:29])[C:23]1[CH:28]=[CH:27][CH:26]=[CH:25][CH:24]=1)[CH2:13][C:14]1[CH:19]=[CH:18][CH:17]=[CH:16][CH:15]=1)[C:4]([O:6]C(C)(C)C)=[O:5].FC(F)(F)C(O)=O>C(Cl)Cl>[CH3:1][CH:2]([CH3:30])[CH:3]([CH2:11][CH:12]([S:20][NH:21][C:22](=[O:29])[C:23]1[CH:28]=[CH:27][CH:26]=[CH:25][CH:24]=1)[CH2:13][C:14]1[CH:15]=[CH:16][CH:17]=[CH:18][CH:19]=1)[C:4]([OH:6])=[O:5]. Procedure details: To a solution of 21.1 mm t-butyl 3-methyl-2-(3-phenyl-2-benzamidothiopropyl)butyrate in 5 ml of methylene chloride is added 15 ml of trifluoroacetic acid. The solution is stirred at room temperature for approximately 21/2 hours. The solvent is then evaporated, yielding 3-methyl-2-(3-phenyl-2-benzamidothiopropyl)butyric acid.